This data is from the Open Reaction Database (ORD), a public repository of structured organic reaction records. The task is: describe an organic reaction: reactants, conditions, products, and yield Reactants: CC1CN(CCC1)C=1OC(=C(N1)C(F)(F)F)C(=O)NC=1C=CC(=NC1)N1CC(N(CC1)CC=1C=C(C(=O)OC)C=CC1)=O (methyl 3-((4-(5-(2-(3-methylpiperidin-1-yl)-4-(trifluoromethyl)oxazole-5-carboxamido)pyridin-2-yl)-2-oxopiperazin-1-yl)methyl)benzoate), N1(CCNCCC1)C1=CC=C(C=N1)NC(=O)C1=C(N=C(O1)N1CC(CCC1)C)C(F)(F)F (N-(6-(homopiperazin-1-yl)pyridin-3-yl)-2-(3-methylpiperidin-1-yl)-4-(trifluoromethyl)-oxazole-5-carboxamide), ClC(=O)OC1CCCC1 (cyclopentyl chloroformate). The product is CC1CN(CCC1)C=1OC(=C(N1)C(F)(F)F)C(=O)NC=1C=CC(=NC1)N1CCN(CCC1)C(=O)OC1CCCC1 (Cyclopentyl 4-[5-(2-(3-methylpiperidin-1-yl)-4-(trifluoromethyl)oxazole-5-carboxamido)pyridin-2-yl]homopiperazine-1-carboxylate). Reaction SMILES: [CH3:1][CH:2]1[CH2:7][CH2:6][CH2:5][N:4]([C:8]2[O:9][C:10]([C:17]([NH:19][C:20]3[CH:21]=[CH:22][C:23]([N:26]4[CH2:31][CH2:30][N:29]([CH2:32][C:33]5[CH:34]=C(C=CC=5)C(OC)=O)[C:28](=[O:43])C4)=[N:24][CH:25]=3)=[O:18])=[C:11]([C:13]([F:16])([F:15])[F:14])[N:12]=2)[CH2:3]1.N1(C2N=CC(NC(C3OC(N4CCCC(C)C4)=NC=3C(F)(F)F)=O)=CC=2)CCCNCC1.ClC([O:79][CH:80]1[CH2:84][CH2:83][CH2:82][CH2:81]1)=O>>[CH3:1][CH:2]1[CH2:7][CH2:6][CH2:5][N:4]([C:8]2[O:9][C:10]([C:17]([NH:19][C:20]3[CH:21]=[CH:22][C:23]([N:26]4[CH2:34][CH2:33][CH2:32][N:29]([C:28]([O:79][CH:80]5[CH2:84][CH2:83][CH2:82][CH2:81]5)=[O:43])[CH2:30][CH2:31]4)=[N:24][CH:25]=3)=[O:18])=[C:11]([C:13]([F:16])([F:15])[F:14])[N:12]=2)[CH2:3]1. Procedure: Compound 43 was prepared by the general procedure for compound 8, by using compound 39 and cyclopentyl chloroformate as starting materials. 1H NMR (500 MHz, CDCl3) δ 8.10 (br s, 1H), 7.90 (d, 1H, J=9 Hz), 7.50 (s, 1H), 6.50 (d, 1H, J=9 Hz), 5.10 (br s, 1H), 4.10 (t, 2H, J=14.5 Hz), 3.80 (m, 2H), 3.60 (m, 3H), 3.40 (t, 1H, J=6 Hz), 3.25 (t, 1H, J=6 Hz), 3.05 (t, 1H, J=13 Hz), 2.70 (t, 1H, J=13 Hz), 1.55-2.00 (m, 16H), 1.20 (q, 1H, J=12.5 Hz), 1.00 (d, 3H, J=7 Hz). MS (M+1): 565. Reactants: D,L-1,2-diphenylethylenediamine, C(=S)=S (carbon disulfide), C1(=CC=CC=C1)C(C(C1=CC=CC=C1)=NO)=NO (benzil dioxime), [Na] (sodium). The solvent is C(C)O (ethanol). Conditions: time 3 hour. Product: C1(=CC=CC=C1)[C@@H]1NC(N[C@H]1C1=CC=CC=C1)=S (Trans-4,5-Diphenylimidazolidine-2-thione). As a reaction SMILES: [C:1]1([C:7](=[N:17]O)[C:8](=[N:15]O)[C:9]2[CH:14]=[CH:13][CH:12]=[CH:11][CH:10]=2)[CH:6]=[CH:5][CH:4]=[CH:3][CH:2]=1.[Na].[C:20](=S)=[S:21]>C(O)C>[C:1]1([C@H:7]2[C@H:8]([C:9]3[CH:14]=[CH:13][CH:12]=[CH:11][CH:10]=3)[NH:15][C:20](=[S:21])[NH:17]2)[CH:6]=[CH:5][CH:4]=[CH:3][CH:2]=1 |^1:18|. Reported procedure: 11.5 g of D,L-1,2-diphenylethylenediamine (melting point 70°-71°), which is obtainable by reduction of benzil dioxime with sodium in ethanol, are dissolved in 230 ml of carbon disulfide. The solution is stirred for 3 hours and evaporated to dryness. The residue is taken up in a mixture of 40 ml of ethanol and 40 ml of water, 0.6 ml of concentrated hydrochloric acid is added and the mixture is refluxed for 48 hours. It is then evaporated to dryness and the residue is recrystallised from a mixture... Procedure: Under a nitrogen atmosphere, a solution of 5-bromonicotinic acid (5.05 g, 25.0 mmol) and thionyl chloride (10 mL) was stirred and heated. The excess thionyl chloride was removed by distillation, and the residue was dried briefly under high vacuum. To the resulting light-yellow solid in dry tetrahydrofuran (40 mL) was added sodium borohydride (1.90 g, 50.0 mmol) at 0° C. under a nitrogen atmosphere. The mixture was stirred 1 h at 0° C. and allowed to warm to ambient temperature. The mixture was a... Reactants: [BH4-].[Na+] (sodium borohydride), [NH4+].[Cl-] (NH4Cl), BrC=1C=NC=C(C(=O)O)C1 (5-bromonicotinic acid), S(=O)(Cl)Cl (thionyl chloride). Solvent: O1CCCC1 (tetrahydrofuran). Conditions: temperature 0 celsius, time 1 hour. RXN SMILES: [Br:1][C:2]1[CH:3]=[N:4][CH:5]=[C:6]([CH:10]=1)[C:7](O)=[O:8].S(Cl)(Cl)=O.[BH4-].[Na+].[NH4+].[Cl-]>O1CCCC1>[Br:1][C:2]1[CH:3]=[N:4][CH:5]=[C:6]([CH2:7][OH:8])[CH:10]=1 |f:2.3,4.5|. Yield: 8.1%. The product is BrC=1C=NC=C(C1)CO (3-bromo-5-hydroxymethylpyridine). Starting materials: Cl (hydrochloric acid), C1(=CC=CC=C1)O (phenol), CN(C)C1=NC=CC=C1 (dimethylaminopyridine), Cl.C(C)N=C=NCCCN(C)C (1-ethyl-3-(3-dimethylaminopropyl)carbodiimide hydrochloride), [Na+].C(N)(=O)C=1N=C(SC1)N1CC(C1)SC=1[C@@H]([C@H]2N(C1C(=O)[O-])C([C@@H]2[C@@H](C)O)=O)C ((1R,5S,6S)-2-[1-(4-carbamoyl-1,3-thiazol-2-yl)azetidin-3-yl]thio-6-[(R)-1-hydroxyethyl]-1-methylcarbapen-2-em-3-carboxylic acid sodium salt), Cl.C(C)N=C=NCCCN(C)C (1-ethyl-3-(3-dimethylaminopropyl)carbodiimide hydrochloride). Run in C(C)(=O)OCC (ethyl acetate), C(C)(=O)OCC (ethyl acetate), C(C)#N (acetonitrile), C(C)(=O)OCC (ethyl acetate), O (water), O1CCCC1 (tetrahydrofuran). Run at time 30 minute. Yields the product C(N)(=O)C=1N=C(SC1)N1CC(C1)SC=1[C@@H]([C@H]2N(C1C(=O)OC1=CC=CC=C1)C([C@@H]2[C@@H](C)O)=O)C (phenyl (1R,5S,6S)-2-[1-(4-carbamoyl-1,3-thiazol-2-yl)azetidin-3-yl]thio-6-[(R)-1-hydroxyethyl]-1-methylcarbapen-2-em-3-carboxylate). Isolated yield 36.6%. Reaction SMILES: [Na+].[C:2]([C:5]1[N:6]=[C:7]([N:10]2[CH2:13][CH:12]([S:14][C:15]3[C@H:16]([CH3:29])[C@@H:17]4[C@@H:24]([C@H:25]([OH:27])[CH3:26])[C:23](=[O:28])[N:18]4[C:19]=3[C:20]([O-:22])=[O:21])[CH2:11]2)[S:8][CH:9]=1)(=[O:4])[NH2:3].Cl.[C:31]1(O)[CH:36]=[CH:35][CH:34]=[CH:33][CH:32]=1.CN(C1C=CC=CN=1)C.Cl.C(N=C=NCCCN(C)C)C>O.O1CCCC1.C(#N)C.C(OCC)(=O)C>[C:2]([C:5]1[N:6]=[C:7]([N:10]2[CH2:13][CH:12]([S:14][C:15]3[C@H:16]([CH3:29])[C@@H:17]4[C@@H:24]([C@H:25]([OH:27])[CH3:26])[C:23](=[O:28])[N:18]4[C:19]=3[C:20]([O:22][C:31]3[CH:36]=[CH:35][CH:34]=[CH:33][CH:32]=3)=[O:21])[CH2:11]2)[S:8][CH:9]=1)(=[O:4])[NH2:3] |f:0.1,5.6|. Procedure details: To a solution of (1R,5S,6S)-2-[1-(4-carbamoyl-1,3-thiazol-2-yl)azetidin-3-yl]thio-6-[(R)-1-hydroxyethyl]-1-methylcarbapen-2-em-3-carboxylic acid sodium salt (162 mg, 0.36 mmol) (obtained as described in Example 3) in a mixture of water (1-ml) and tetrahydrofuran (1 ml) was added 1 M hydrochloric acid (0.33 ml, 0.36 mmol) at 0° C. The mixture was concentrated under reduced pressure. To a solution of the residue in acetonitrile (10 ml) were added phenol (102 mg, 1.1 mmol), dimethylaminopyridine (2... Starting materials: FC(C=1C=C(C=CC1)S(=O)(=O)CCSC1=NC=CC=C1N)(F)F ([2-[2-[[3-(trifluoromethyl)phenyl]sulfonyl]-ethylsulfanyl]-pyridin-3-yl]amine), C(=O)(O)[O-].[Na+] (NaHCO3), C(C(=O)Cl)(=O)Cl (oxalylchloride), C1(CCCC1)CC(=O)O (2-cyclopentyl acetic acid). Run in CCCCCC (hexane), O1CCOCC1 (dioxane), C(Cl)Cl (DCM). Conditions: time 3 hour. Yields the product C1(CCCC1)CC(=O)NC=1C(=NC=CC1)SCCS(=O)(=O)C1=CC(=CC=C1)C(F)(F)F (2-cyclopentyl-N-[2-[2-[[3-(trifluoromethyl)-phenyl]sulfonyl]-ethylsulfanyl]-pyridin-3-yl]acetamide). The yield is 50.0%. RXN SMILES: C(Cl)(=O)C(Cl)=O.[CH:7]1([CH2:12][C:13]([OH:15])=O)[CH2:11][CH2:10][CH2:9][CH2:8]1.[F:16][C:17]([F:38])([F:37])[C:18]1[CH:19]=[C:20]([S:24]([CH2:27][CH2:28][S:29][C:30]2[C:35]([NH2:36])=[CH:34][CH:33]=[CH:32][N:31]=2)(=[O:26])=[O:25])[CH:21]=[CH:22][CH:23]=1.C([O-])(O)=O.[Na+]>C(Cl)Cl.O1CCOCC1.CCCCCC>[CH:7]1([CH2:12][C:13]([NH:36][C:35]2[C:30]([S:29][CH2:28][CH2:27][S:24]([C:20]3[CH:21]=[CH:22][CH:23]=[C:18]([C:17]([F:37])([F:38])[F:16])[CH:19]=3)(=[O:26])=[O:25])=[N:31][CH:32]=[CH:33][CH:34]=2)=[O:15])[CH2:8][CH2:9][CH2:10][CH2:11]1 |f:3.4|. Reported procedure: 254 μl (3.0 mmol) oxalylchloride were added to a solution of 192 mg (1.5 mmol) 2-cyclopentyl acetic acid in DCM (10 ml) and the mixture was stirred for 3 h at RT. Then the mixture was concentrated to small volume under vacuum and the residue was taken up with dioxane (6 ml). This solution was added at 0° C. to a solution of 362 mg (1.0 mmol) [2-[2-[[3-(trifluoromethyl)phenyl]sulfonyl]-ethylsulfanyl]-pyridin-3-yl]amine (VPF-001) in dioxane (5 ml). Then the reaction solution was mixed with 420 mg ... Starting materials: CNCCNC (N,N′-dimethylethylene diamine), C(=C)Br (vinyl bromide), C([O-])([O-])=O.[K+].[K+] (potassium carbonate), FC1=C(C=C(C=2NC(C=CCC21)=O)F)F (6,7,9-trifluoro-1,5-dihydro-benzo[b]azepin-2-one), BrC1=C(N)C(=CC(=C1F)F)F (2-bromo-3,4,6-trifluoroaniline). Reagents/catalysts: [Cu]I (copper (I) iodide). Run in C1(=CC=CC=C1)C (Toluene). Conditions: time 24 hour. The product is FC1=C(C=C(C=2N(C(CCCC21)=O)C=C)F)F (6,7,9-trifluoro-1-vinyl-1,3,4,5-tetrahydro-benzo[b]azepin-2-one). As a reaction SMILES: C(=O)([O-])[O-].[K+].[K+].[F:7][C:8]1[C:18]2[CH2:17][CH:16]=[CH:15][C:14](=[O:19])[NH:13][C:12]=2[C:11]([F:20])=[CH:10][C:9]=1[F:21].Br[C:23]1C(F)=C(F)C=C(F)[C:24]=1N.CNCCNC.C(Br)=C>[Cu]I.C1(C)C=CC=CC=1>[F:7][C:8]1[C:18]2[CH2:17][CH2:16][CH2:15][C:14](=[O:19])[N:13]([CH:23]=[CH2:24])[C:12]=2[C:11]([F:20])=[CH:10][C:9]=1[F:21] |f:0.1.2|. Procedure: A heavy-walled sealable 100 mL tube containing copper (I) iodide (0.088 g, 0.46 mmol), potassium carbonate (1.57 g, 11.4 mmol) and 6,7,9-trifluoro-1,5-dihydro-benzo[b]azepin-2-one (1.02 g, 4.74 mmol, prepared from commercially available 2-bromo-3,4,6-trifluoroaniline via application of Steps 1-3 of the procedure used for the synthesis of Examples 73 and 74) was fitted with a stirbar and septa and flushed with nitrogen. Toluene (5.0 mL), N,N′-dimethylethylene diamine (0.10 mL, 0.93 mmol) and viny... The reactants are BrC=1C=CC2=C(C=C(CCN2C=O)C(=O)OC)C1 (methyl 7-bromo-1-formyl-2,3-dihydro-1H-1-benzazepine-4-carboxylate), B(OC1=CC=C(C=C1)N(CC)CCOCC)([O-])[O-] (4-[N-(2-ethoxyethyl)-N-ethylamino]phenyl borate), C([O-])([O-])=O.[K+].[K+] (potassium carbonate), C(C)O (ethanol). Reagents/catalysts: C=1C=CC(=CC1)[P](C=2C=CC=CC2)(C=3C=CC=CC3)[Pd]([P](C=4C=CC=CC4)(C=5C=CC=CC5)C=6C=CC=CC6)([P](C=7C=CC=CC7)(C=8C=CC=CC8)C=9C=CC=CC9)[P](C=1C=CC=CC1)(C=1C=CC=CC1)C=1C=CC=CC1 (tetrakis(triphenylphosphine)palladium). Run in C1(=CC=CC=C1)C (toluene). Reaction conditions: time 30 minute. Product: C(C)OCCN(CC)C1=CC=C(C=C1)C=1C=CC2=C(C=C(CCN2C=O)C(=O)OC)C1 (methyl 7-[4-[N-(2-ethoxyethyl)-N-ethylamino]phenyl]-1-formyl-2,3-dihydro-1H-1-benzazepine-4-carboxylate). Yield: 84.4%. As a reaction SMILES: Br[C:2]1[CH:3]=[CH:4][C:5]2[N:11]([CH:12]=[O:13])[CH2:10][CH2:9][C:8]([C:14]([O:16][CH3:17])=[O:15])=[CH:7][C:6]=2[CH:18]=1.B([O-])([O-])O[C:21]1[CH:26]=[CH:25][C:24]([N:27]([CH2:30][CH2:31][O:32][CH2:33][CH3:34])[CH2:28][CH3:29])=[CH:23][CH:22]=1.C(=O)([O-])[O-].[K+].[K+].C(O)C>C1C=CC([P]([Pd]([P](C2C=CC=CC=2)(C2C=CC=CC=2)C2C=CC=CC=2)([P](C2C=CC=CC=2)(C2C=CC=CC=2)C2C=CC=CC=2)[P](C2C=CC=CC=2)(C2C=CC=CC=2)C2C=CC=CC=2)(C2C=CC=CC=2)C2C=CC=CC=2)=CC=1.C1(C)C=CC=CC=1>[CH2:33]([O:32][CH2:31][CH2:30][N:27]([C:24]1[CH:23]=[CH:22][C:21]([C:2]2[CH:3]=[CH:4][C:5]3[N:11]([CH:12]=[O:13])[CH2:10][CH2:9][C:8]([C:14]([O:16][CH3:17])=[O:15])=[CH:7][C:6]=3[CH:18]=2)=[CH:26][CH:25]=1)[CH2:28][CH3:29])[CH3:34] |f:2.3.4,^1:49,51,70,89|. Procedure details: A mixture of methyl 7-bromo-1-formyl-2,3-dihydro-1H-1-benzazepine-4-carboxylate (0.2 g), 4-[N-(2-ethoxyethyl)-N-ethylamino]phenyl borate (0.46 g), 1M potassium carbonate solution (3.2 ml), ethanol (3.2 ml) and toluene (25 ml) was stirred under argon atmosphere at room temperature for 30 minutes. To the mixture was added tetrakis(triphenylphosphine)palladium (0.03 g), and the mixture was refluxed overnight under argon atmosphere and extracted with ethyl acetate. The organic layer was washed with ...